From a dataset of the Open Reaction Database (ORD), a public repository of structured organic reaction records. describe an organic reaction: reactants, conditions, products, and yield Reaction SMILES: [Cl:1][C:2]1[CH:3]=[CH:4][C:5]2[S:9][C:8]([C:10]3(O)[CH2:15][CH2:14][N:13](C(OC(C)(C)C)=O)[CH2:12][CH2:11]3)=[CH:7][C:6]=2[CH:24]=1>ClCCl>[Cl:1][C:2]1[CH:3]=[CH:4][C:5]2[S:9][C:8]([C:10]3[CH2:15][CH2:14][NH:13][CH2:12][CH:11]=3)=[CH:7][C:6]=2[CH:24]=1. The solvent is ClCCl (dichloromethane). Reactants: ClC=1C=CC2=C(C=C(S2)C2(CCN(CC2)C(=O)OC(C)(C)C)O)C1 (5-chloro-2-(4-hydroxy-1-(tert-butoxycarbonyl)piperidin-4-yl)benzothiophene). Yields the product ClC=1C=CC2=C(C=C(S2)C=2CCNCC2)C1 (5-chloro-2-(1,2,3,6-tetrahydropyridin-4-yl)benzothiophene). Isolated yield 65.4%. Procedure: A solution of 0.998 gm (2.72 mMol) 5-chloro-2-(4-hydroxy-1-(tert-butoxycarbonyl)piperidin-4-yl)benzothiophene in 10.0 mL dichloromethane was subjected to the reaction conditions described in the previous example, providing 0.444 gm (65%) of 5-chloro-2-(1,2,3,6-tetrahydropyridin-4-yl)benzothiophene as a tan solid. This material was dissolved in ethyl acetate and the solution was treated with oxalic acid. The resulting solution was concentrated under reduced pressure to give the title compound. Starting materials: ClC1=NC(=CC=C1[N+](=O)[O-])Cl (2,6-dichloro-3-nitropyridine), reduced iron, [NH4+].[Cl-] (NH4Cl). Solvent: CO.CC(=O)C (MeOH acetone). The product is NC=1C(=NC(=CC1)Cl)Cl (3-Amino-2,6-dichloropyridine). RXN SMILES: [Cl:1][C:2]1[C:7]([N+:8]([O-])=O)=[CH:6][CH:5]=[C:4]([Cl:11])[N:3]=1.[NH4+].[Cl-]>CO.CC(C)=O>[NH2:8][C:7]1[C:2]([Cl:1])=[N:3][C:4]([Cl:11])=[CH:5][CH:6]=1 |f:1.2,3.4|. Procedure details: 4 g of 2,6-dichloro-3-nitropyridine are added to a suspension of 8 g of reduced iron in 200 cm3 of a water/alcohol (50/50) solution containing 1.6 g of NH4Cl. The suspension is brought to reflux for 1 hour. The insoluble material is then removed by filtration. The filtrate is treated with 0.4 g of Na2SO3 and 0.4 g of NaH2PO2. The solution is adjusted to a pH of 8 and the alcohol is concentrated under reduced pressure until precipitation. The crystals corresponding to 3-amino-2,6- dichloropyridin... The reactants are OO (hydrogen peroxide), C([C@@H]1[C@H]([C@@H]([C@H]([C@H](O1)O[C@@H]2[C@H](O[C@H]([C@@H]([C@H]2O)O)O)CO)O)O)O)O.O (Maltose monohydrate), [OH-].[Na+] (sodium hydroxide). Run at temperature 70 celsius. Yields the product O[C@@H](CC(=O)O)CO ((S)-3,4-dihydroxybutanoic acid), C(CO)(=O)O (glycolic acid). As a reaction SMILES: C(O)[C@H]1[O:7][C@H:6]([O:8][C@H]2[C@H](O)[C@@H](O)[C@H](O)O[C@@H]2CO)[C@H:5]([OH:20])[C@@H:4]([OH:21])[C@@H:3]1[OH:22].O.[OH-].[Na+].OO>>[OH:21][C@H:4]([CH2:3][OH:22])[CH2:5][C:6]([OH:8])=[O:7].[C:6]([OH:8])(=[O:7])[CH2:5][OH:20] |f:0.1,2.3|. Procedure details: Maltose monohydrate (0.10g, 0.28 mmoles) was dissolved in 0.16M sodium hydroxide solution (5 ml, 0.8 mmoles) and 30% hydrogen peroxide (40 1, 0.37 mmoles) was added. The mixture was heated at 70° C. for 24 hours to produce (S)-3,4-dihydroxybutanoic acid and glycolic acid in the reaction mixture which can be separated by liquid chromatographic techniques if necessary or desired. Reactants: NC1=CC=C2C=CC(NC2=C1)=O (7-amino-1H-quinolin-2-one), C1(=CC=CC=C1)C1=NC=C(C(=O)O)C=C1 (6-phenylnicotinic acid). Product: O=C1NC2=CC(=CC=C2C=C1)NC(C1=CN=C(C=C1)C1=CC=CC=C1)=O (N-(2-Oxo-1,2-dihydro-quinolin-7-yl)-6-phenylnicotinamide). Reaction SMILES: [NH2:1][C:2]1[CH:11]=[C:10]2[C:5]([CH:6]=[CH:7][C:8](=[O:12])[NH:9]2)=[CH:4][CH:3]=1.[C:13]1([C:19]2[CH:27]=[CH:26][C:22]([C:23](O)=[O:24])=[CH:21][N:20]=2)[CH:18]=[CH:17][CH:16]=[CH:15][CH:14]=1>>[O:12]=[C:8]1[CH:7]=[CH:6][C:5]2[C:10](=[CH:11][C:2]([NH:1][C:23](=[O:24])[C:22]3[CH:26]=[CH:27][C:19]([C:13]4[CH:18]=[CH:17][CH:16]=[CH:15][CH:14]=4)=[N:20][CH:21]=3)=[CH:3][CH:4]=2)[NH:9]1. Procedure: Using the procedure outlined in Example 56, the title compound was prepared from 7-amino-1H-quinolin-2-one (D89) (30 mg, 0.19 mmol) and 6-phenylnicotinic acid (D48) (45 mg, 0.22 mmol) as an off-white solid. 1H NMR (400 MHz, DMSO) δ (ppm): 11.80 (br, 1H), 10.73 (br, 1H), 9.21 (d, 1H), 8.42 (dd, 1H), 8.18 (m, 3H), 8.01 (d, 1H), 7.84 (d, 1H), 7.64 (d, 1H), 7.53 (m, 4H), 6.40 (dd, 1H). The reactants are COCC(COC)Oc1ccccc1, ClC(Cl)Cl, O=S(=O)(O)Cl. Yields the product COCC(COC)Oc1ccc(S(=O)(=O)Cl)cc1. Reaction SMILES: [CH3:1][O:2][CH2:3][CH:4]([O:5][c:6]1[cH:7][cH:8][cH:9][cH:10][cH:11]1)[CH2:12][O:13][CH3:14].[CH:20]([Cl:21])([Cl:22])[Cl:23].[Cl:15][S:16](=[O:17])(=[O:18])[OH:19]>>[CH3:1][O:2][CH2:3][CH:4]([O:5][c:6]1[cH:7][cH:8][c:9]([S:16]([Cl:15])(=[O:17])=[O:18])[cH:10][cH:11]1)[CH2:12][O:13][CH3:14]. Starting materials: FC=1C=C(C=CC1OCC1=CC(=CC=C1)OC1=CC=CC=C1)CC(C(=O)OCC)C (ethyl 3-{3-fluoro-4-[(3-phenoxybenzyl)oxy]phenyl}-2-methylpropanoate), [OH-].[Na+] (sodium hydroxide), Cl (hydrochloric acid). Solvent: C(C)O (ethanol). Product: FC=1C=C(C=CC1OCC1=CC(=CC=C1)OC1=CC=CC=C1)CC(C(=O)O)C (3-{3-Fluoro-4-[(3-phenoxybenzyl)oxy]phenyl}-2-methylpropanoic acid). Isolated yield 78.9%. RXN SMILES: [F:1][C:2]1[CH:3]=[C:4]([CH2:23][CH:24]([CH3:30])[C:25]([O:27]CC)=[O:26])[CH:5]=[CH:6][C:7]=1[O:8][CH2:9][C:10]1[CH:15]=[CH:14][CH:13]=[C:12]([O:16][C:17]2[CH:22]=[CH:21][CH:20]=[CH:19][CH:18]=2)[CH:11]=1.[OH-].[Na+].Cl>C(O)C>[F:1][C:2]1[CH:3]=[C:4]([CH2:23][CH:24]([CH3:30])[C:25]([OH:27])=[O:26])[CH:5]=[CH:6][C:7]=1[O:8][CH2:9][C:10]1[CH:15]=[CH:14][CH:13]=[C:12]([O:16][C:17]2[CH:22]=[CH:21][CH:20]=[CH:19][CH:18]=2)[CH:11]=1 |f:1.2|. Procedure: A mixture of ethyl 3-{3-fluoro-4-[(3-phenoxybenzyl)oxy]phenyl}-2-methylpropanoate (127 mg, 0.31 mmol), a 2 N aqueous sodium hydroxide solution (1 mL) and ethanol (2 mL) was stirred at 60° C. for 1.5 hours. The reaction solution was ice-cooled and acidified with 1 N hydrochloric acid, and then the solvent was distilled off under reduced pressure. The residue was dissolved in methylene chloride (5 mL), and the mixture was washed with water and saturated brine and dried over magnesium sulfate. The ... Starting materials: CC(=O)[O-], CCO, COc1ccc(-c2[nH]c(C=C(C(=O)O)c3cccc(C)c3)nc2-c2ccc(Cl)c(Cl)c2)cc1, [Na+]. Product: COc1ccc(-c2[nH]c(CC(C(=O)O)c3cccc(C)c3)nc2-c2ccc(Cl)c(Cl)c2)cc1. RXN SMILES: [C:34]([O-:35])(=[O:36])[CH3:37].[CH3:39][CH2:40][OH:41].[Cl:1][c:2]1[cH:3][c:4](-[c:9]2[n:10][c:11]([CH:22]=[C:23]([C:24](=[O:25])[OH:26])[c:27]3[cH:28][c:29]([CH3:33])[cH:30][cH:31][cH:32]3)[nH:12][c:13]2-[c:14]2[cH:15][cH:16][c:17]([O:20][CH3:21])[cH:18][cH:19]2)[cH:5][cH:6][c:7]1[Cl:8].[Na+:38]>>[Cl:1][c:2]1[cH:3][c:4](-[c:9]2[n:10][c:11]([CH2:22][CH:23]([C:24](=[O:25])[OH:26])[c:27]3[cH:28][c:29]([CH3:33])[cH:30][cH:31][cH:32]3)[nH:12][c:13]2-[c:14]2[cH:15][cH:16][c:17]([O:20][CH3:21])[cH:18][cH:19]2)[cH:5][cH:6][c:7]1[Cl:8]. Reactants: CI, CC1(C)CC(=O)C2CCC2(C)C1, [Cl-], [Mg], [NH4+]. Yields the product CC1(C)CC(C)(O)C2CCC2(C)C1. Reaction SMILES: [CH3:2][I:3].[CH3:4][C:5]1([CH3:15])[CH2:6][C:7](=[O:14])[CH:8]2[CH2:9][CH2:10][C:11]2([CH3:13])[CH2:12]1.[Cl-:16].[Mg:1].[NH4+:17]>>[CH3:2][C:7]1([OH:14])[CH2:6][C:5]([CH3:4])([CH3:15])[CH2:12][C:11]2([CH3:13])[CH:8]1[CH2:9][CH2:10]2.